This data is from the Open Reaction Database (ORD), a public repository of structured organic reaction records. The task is: describe an organic reaction: reactants, conditions, products, and yield Reactants: COc1cc(NC(=O)C(F)(F)F)cc(OC)c1, CC(=O)Cl, CC(Cl)Cl, O, Cl[Sn](Cl)(Cl)Cl. Yields the product COc1cc(NC(=O)C(F)(F)F)cc(OC)c1C(C)=O. As a reaction SMILES: [CH3:1][O:2][c:3]1[cH:4][c:5]([NH:11][C:12]([C:13]([F:14])([F:15])[F:16])=[O:17])[cH:6][c:7]([O:9][CH3:10])[cH:8]1.[CH3:23][C:24]([Cl:25])=[O:26].[Cl:28][CH:29]([Cl:30])[CH3:31].[OH2:27].[Sn:18]([Cl:19])([Cl:20])([Cl:21])[Cl:22]>>[CH3:1][O:2][c:3]1[cH:4][c:5]([NH:11][C:12]([C:13]([F:14])([F:15])[F:16])=[O:17])[cH:6][c:7]([O:9][CH3:10])[c:8]1[C:24]([CH3:23])=[O:26].